This data is from the Open Reaction Database (ORD), a public repository of structured organic reaction records. The task is: describe an organic reaction: reactants, conditions, products, and yield RXN SMILES: [CH3:1][O:2][C:3]([N:5]1[CH:14]=[C:13]2[C:7]([CH2:8][N+:9]([O-])=[C:10]([C:20]3[CH:25]=[CH:24][CH:23]=[CH:22][C:21]=3[Cl:26])[C:11]3[CH:18]=[C:17]([Cl:19])[CH:16]=[CH:15][C:12]=32)=[CH:6]1)=[O:4].[C:28]([O:31]C(=O)C)(=[O:30])[CH3:29]>>[CH3:1][O:2][C:3]([N:5]1[CH:14]=[C:13]2[C:7]([CH:8]([O:31][C:28](=[O:30])[CH3:29])[N:9]=[C:10]([C:20]3[CH:25]=[CH:24][CH:23]=[CH:22][C:21]=3[Cl:26])[C:11]3[CH:18]=[C:17]([Cl:19])[CH:16]=[CH:15][C:12]=32)=[CH:6]1)=[O:4]. Conditions: time 5 hour. The product is COC(=O)N1C=C2C(N=C(C3=C(C2=C1)C=CC(=C3)Cl)C3=C(C=CC=C3)Cl)OC(C)=O (4-(Acetyloxy)-8-chloro-6-(2-chlorophenyl)-2H,4H-pyrrolo[3,4-d][2]benzazepine-2-carboxylic acid methyl ester). Procedure details: A mixture of 7.6 g (19 mmol) of 8-chloro-6-(2-chlorophenyl)-2H,4H-pyrrolo[3,4-d][2]benzazepine-2-carboxylic acid methyl ester 5-oxide and 200 ml of acetic anhydride was stirred at 70° for 12 hr and at 105° for 5 hr. The acetic anhydride solution was concentrated at reduced pressure. The residue was dissolved in methylene chloride and washed with saturated aqueous sodium bicarbonate and saturated aqueous sodium chloride. The methylene chloride solution was dried over anhydrous sodium sulfate and ... Reactants: COC(=O)N1C=C2C[N+](=C(C3=C(C2=C1)C=CC(=C3)Cl)C3=C(C=CC=C3)Cl)[O-] (8-chloro-6-(2-chlorophenyl)-2H,4H-pyrrolo[3,4-d][2]benzazepine-2-carboxylic acid methyl ester 5-oxide), C(C)(=O)OC(C)=O (acetic anhydride). Reactants: BrC1=CC=C(C=C1)NC=1SC2=C(N1)C=C(C=C2)O (2-[(4-bromophenyl)amino]benzothiazol-5-ol), C[Si](C)(C)[N-][Si](C)(C)C.[K+] (Potassiumbis(trimethylsilyl)amide), ClC1=CC(=NC=C1)C(=O)NC (4-chloro(2-pyridyl)-N-methylcarboxamide), C([O-])([O-])=O.[K+].[K+] (Potassium carbonate). Run in CN(C=O)C (dimethylformamide). The product is BrC1=CC=C(C=C1)NC=1SC2=C(N1)C=C(C=C2)OC2=CC(=NC=C2)C(=O)NC ((4-{2-[(4-bromophenyl)amino]benzothiazol-5-yloxy}(2-pyridyl))-N-methylcarboxamide). As a reaction SMILES: [Br:1][C:2]1[CH:7]=[CH:6][C:5]([NH:8][C:9]2[S:10][C:11]3[CH:17]=[CH:16][C:15]([OH:18])=[CH:14][C:12]=3[N:13]=2)=[CH:4][CH:3]=1.C[Si]([N-][Si](C)(C)C)(C)C.[K+].Cl[C:30]1[CH:35]=[CH:34][N:33]=[C:32]([C:36]([NH:38][CH3:39])=[O:37])[CH:31]=1.C(=O)([O-])[O-].[K+].[K+]>CN(C)C=O>[Br:1][C:2]1[CH:3]=[CH:4][C:5]([NH:8][C:9]2[S:10][C:11]3[CH:17]=[CH:16][C:15]([O:18][C:30]4[CH:35]=[CH:34][N:33]=[C:32]([C:36]([NH:38][CH3:39])=[O:37])[CH:31]=4)=[CH:14][C:12]=3[N:13]=2)=[CH:6][CH:7]=1 |f:1.2,4.5.6|. Procedure: The mixture containing 2-[(4-bromophenyl)amino]benzothiazol-5-ol (1 eq), Potassiumbis(trimethylsilyl)amide (4 eq), was stirred in dimethylformamide for 30 min at room temperature. To this mixture was added (4-chloro(2-pyridyl)-N-methylcarboxamide (1 eq) and Potassium carbonate (1.2 eq) and microwaved for 6 mins at 150° C. The reaction mixture was then concentrated and partitioned between ethyl acetate and water. The organic layer was separated and washed with brine, dried, filtered and concentra... Reagents/catalysts: [Cu](I)I (copper iodide). The product is C1(CC1)C1=C(C=NC=C1)N1C(N(CC1)C=1C(=CC2=C(SC=C2C)C1)F)=O (1-(4-cyclopropylpyridin-3-yl)-3-(5-fluoro-3-methylbenzo[b]thiophen-6-yl)imidazolidin-2-one). As a reaction SMILES: [NH:1]1[CH2:5][CH2:4][NH:3][C:2]1=[O:6].Br[C:8]1[C:9]([F:18])=[CH:10][C:11]2[C:15]([CH3:16])=[CH:14][S:13][C:12]=2[CH:17]=1.CN[C@@H:21]1[CH2:26][CH2:25][CH2:24][CH2:23][C@H:22]1[NH:27][CH3:28].P([O-])([O-])([O-])=O.[K+].[K+].[K+].O1CCOC[CH2:38]1>[Cu](I)I>[CH:25]1([C:24]2[CH:23]=[CH:22][N:27]=[CH:28][C:38]=2[N:1]2[CH2:5][CH2:4][N:3]([C:8]3[C:9]([F:18])=[CH:10][C:11]4[C:15]([CH3:16])=[CH:14][S:13][C:12]=4[CH:17]=3)[C:2]2=[O:6])[CH2:26][CH2:21]1 |f:3.4.5.6|. Reactants: N1C(NCC1)=O (imidazolidin-2-one), BrC=1C(=CC2=C(SC=C2C)C1)F (6-bromo-5-fluoro-3-methyl-benzo[b]thiophene), CN[C@H]1[C@@H](CCCC1)NC (trans-N,N′-dimethylcyclohexane-1,2-diamine), P(=O)([O-])([O-])[O-].[K+].[K+].[K+] (potassium phosphate), O1CCOCC1 (1,4-dioxane). Procedure: Using analogous reagents and reaction conditions as described in Example 1 above, 4-cyclopropyl-pyridin-3-yl)-imidazolidin-2-one (I-1d: 150 mg, 0.7389 mmol) was reacted with 6-bromo-5-fluoro-3-methyl-benzo[b]thiophene (I-29b: 216 mg, 0.8866 mmol), 1,4-dioxane (5 mL), copper iodide (14.07 mg, 0.0738 mmol), trans-N,N′-dimethylcyclohexane-1,2-diamine (10.4 mg, 0.0.0738 mmol) and potassium phosphate (469.9 mg, 2.2167 mmol) to afford the crude product. Purification by column chromatography on silica ... The yield is 22.0%.